From a dataset of the Open Reaction Database (ORD), a public repository of structured organic reaction records. describe an organic reaction: reactants, conditions, products, and yield Reactants: N1C(=NC=C1)C1=CC=C(C=C1)C=1C=CC2=C(CN(CCO2)C(=O)OC(C)(C)C)C1 (1,1-dimethylethyl 7-[4-(1H-imidazol-2-yl)phenyl]-2,3-dihydro-1,4-benzoxazepine-4(5H)-carboxylate), C(=O)(C(F)(F)F)O (TFA), CCN(C(C)C)C(C)C (DIPEA), ClC(=O)OCC(C)C (isobutyl chloroformate). Solvent: ClCCl (dichloromethane). Conditions: time 30 minute. The product is O1CCNCC2=C1C=CC(=C2)C2=CC=C(C=C2)C=2N(C=CN2)C(=O)OCC(C)C (2-methylpropyl 2-[4-(2,3,4,5-tetrahydro-1,4-benzoxazepin-7-yl)phenyl]-1H-imidazole-1-carboxylate). Isolated yield 73.8%. Reaction SMILES: [NH:1]1[CH:5]=[CH:4][N:3]=[C:2]1[C:6]1[CH:11]=[CH:10][C:9]([C:12]2[CH:13]=[CH:14][C:15]3[O:21][CH2:20][CH2:19][N:18](C(OC(C)(C)C)=O)[CH2:17][C:16]=3[CH:29]=2)=[CH:8][CH:7]=1.CCN(C(C)C)C(C)C.Cl[C:40]([O:42][CH2:43][CH:44]([CH3:46])[CH3:45])=[O:41].C(O)(C(F)(F)F)=O>ClCCl>[O:21]1[C:15]2[CH:14]=[CH:13][C:12]([C:9]3[CH:10]=[CH:11][C:6]([C:2]4[N:3]([C:40]([O:42][CH2:43][CH:44]([CH3:46])[CH3:45])=[O:41])[CH:4]=[CH:5][N:1]=4)=[CH:7][CH:8]=3)=[CH:29][C:16]=2[CH2:17][NH:18][CH2:19][CH2:20]1. Procedure details: 1,1-dimethylethyl 7-[4-(1H-imidazol-2-yl)phenyl]-2,3-dihydro-1,4-benzoxazepine-4(5H)-carboxylate (490 mg, 1.25 mmol) was taken into dichloromethane (20 mL) followed by sequential addition of DIPEA (0.4 mL, 2.3 mmol) and isobutyl chloroformate (0.18 mL, 1.4 mmol) and the mixture was stirred at room temperature for 30 minutes. The mixture was concentrated then partitioned with ethyl acetate and 10% aqueous citric acid. The organic solution was washed with brine, dried over anhydrous sodium sulfate... Yields the product C(N)(=N)C1=CC=C(C=C1)S(=O)(=O)NCCC1=CC=C(OCC(=O)O)C=C1 (p-[2-(p-amidinobenzenesulphonamido)ethyl]phenoxyacetic acid). Solvent: C(C)O (ethanol), [OH-].[Na+] (sodium hydroxide). The yield is 96.4%. Reaction SMILES: Cl.[C:2]([C:5]1[CH:10]=[CH:9][C:8]([S:11]([NH:14][CH2:15][CH2:16][C:17]2[CH:28]=[CH:27][C:20]([O:21][CH2:22][C:23]([O:25]C)=[O:24])=[CH:19][CH:18]=2)(=[O:13])=[O:12])=[CH:7][CH:6]=1)(=[NH:4])[NH2:3].Cl>C(O)C.[OH-].[Na+]>[C:2]([C:5]1[CH:6]=[CH:7][C:8]([S:11]([NH:14][CH2:15][CH2:16][C:17]2[CH:28]=[CH:27][C:20]([O:21][CH2:22][C:23]([OH:25])=[O:24])=[CH:19][CH:18]=2)(=[O:13])=[O:12])=[CH:9][CH:10]=1)(=[NH:3])[NH2:4] |f:0.1,4.5|. Procedure: A solution of 2.0 g of methyl p-[2-(p-amidinobenzenesulphonamido)ethyl]phenoxyacetate hydrochloride in 100 ml of ethanol and 50 ml of 1N sodium hydroxide solution was stirred under argon for 90 minutes. For the working up, dilute hydrochloric acid was used to neutralize to pH 6-7, and the mixture was concentrated in vacuo up to 50° C. The crystals which separated out were filtered off with suction and dried over KOH in vacuo at 50° C. 1.70 g of pure p-[2-(p-amidinobenzenesulphonamido)ethyl]pheno... Reactants: Cl.C(N)(=N)C1=CC=C(C=C1)S(=O)(=O)NCCC1=CC=C(OCC(=O)OC)C=C1 (methyl p-[2-(p-amidinobenzenesulphonamido)ethyl]phenoxyacetate hydrochloride), Cl (hydrochloric acid). Reactants: BrBr, CC(=O)O, CC(C)(C)c1nc2ccc(N)cc2[nH]1. Yields the product CC(C)(C)c1nc2ccc(N)c(Br)c2[nH]1. RXN SMILES: [Br:15][Br:16].[C:17]([OH:18])(=[O:19])[CH3:20].[C:1]([CH3:2])([CH3:3])([CH3:4])[c:5]1[nH:6][c:7]2[c:8]([n:9]1)[cH:10][cH:11][c:12]([NH2:14])[cH:13]2>>[C:1]([CH3:2])([CH3:3])([CH3:4])[c:5]1[nH:6][c:7]2[c:8]([n:9]1)[cH:10][cH:11][c:12]([NH2:14])[c:13]2[Br:15]. Starting materials: Cc1cnc(N2CCN(C(=O)c3c(F)cc(Br)cc3F)CC2)c(C)c1, O=C([O-])[O-], CCC1COC(=O)N1, CNCCNC, CCOC(C)=O, Cc1ccccc1, [Cl-], [Cu]I, [K+], [K+], [NH4+]. Product: CCC1COC(=O)N1c1cc(F)c(C(=O)N2CCN(c3ncc(C)cc3C)CC2)c(F)c1. As a reaction SMILES: [Br:1][c:2]1[cH:3][c:4]([F:25])[c:5]([C:9](=[O:10])[N:11]2[CH2:12][CH2:13][N:14]([c:17]3[n:18][cH:19][c:20]([CH3:24])[cH:21][c:22]3[CH3:23])[CH2:15][CH2:16]2)[c:6]([F:8])[cH:7]1.[C:34](=[O:35])([O-:36])[O-:37].[CH2:26]([CH3:27])[CH:28]1[NH:29][C:30](=[O:33])[O:31][CH2:32]1.[CH3:40][NH:41][CH2:42][CH2:43][NH:44][CH3:45].[CH3:50][CH2:51][O:52][C:53](=[O:54])[CH3:55].[CH3:56][c:57]1[cH:58][cH:59][cH:60][cH:61][cH:62]1.[Cl-:46].[Cu:48][I:49].[K+:38].[K+:39].[NH4+:47]>>[c:2]1([N:29]2[CH:28]([CH2:26][CH3:27])[CH2:32][O:31][C:30]2=[O:33])[cH:3][c:4]([F:25])[c:5]([C:9](=[O:10])[N:11]2[CH2:12][CH2:13][N:14]([c:17]3[n:18][cH:19][c:20]([CH3:24])[cH:21][c:22]3[CH3:23])[CH2:15][CH2:16]2)[c:6]([F:8])[cH:7]1. Starting materials: S(O)(O)(=O)=O (sulfuric acid), NC(N)=NC=1SC=C(N1)C=1OC(=CC1)CNC(=O)N (2-(diaminomethyleneamino)-4-(5-ureidomethylfuran-2-yl)thiazole). The solvent is CO (methanol), CO (methanol). Yields the product S(=O)(=O)(O)O.NC(N)=NC=1SC=C(N1)C=1OC(=CC1)CNC(=O)N.NC(N)=NC=1SC=C(N1)C=1OC(=CC1)CNC(=O)N (2-(diaminomethyleneamino)-4-(5-ureidomethylfuran-2-yl)thiazole hemisulfate). RXN SMILES: [S:1](=[O:5])(=[O:4])([OH:3])[OH:2].[NH2:6][C:7](=[N:9][C:10]1[S:11][CH:12]=[C:13]([C:15]2[O:16][C:17]([CH2:20][NH:21][C:22]([NH2:24])=[O:23])=[CH:18][CH:19]=2)[N:14]=1)[NH2:8]>CO>[S:1]([OH:5])([OH:4])(=[O:3])=[O:2].[NH2:6][C:7](=[N:9][C:10]1[S:11][CH:12]=[C:13]([C:15]2[O:16][C:17]([CH2:20][NH:21][C:22]([NH2:24])=[O:23])=[CH:18][CH:19]=2)[N:14]=1)[NH2:8].[NH2:6][C:7](=[N:9][C:10]1[S:11][CH:12]=[C:13]([C:15]2[O:16][C:17]([CH2:20][NH:21][C:22]([NH2:24])=[O:23])=[CH:18][CH:19]=2)[N:14]=1)[NH2:8] |f:3.4.5|. Procedure details: A solution of conc. sulfuric acid (0.7 ml) in methanol (10 ml) was added to a mixture of 2-(diaminomethyleneamino)-4-(5-ureidomethylfuran-2-yl)thiazole (4.0 g) in methanol (60 ml) and the mixture was stirred for an hour at ambient temperature. The isolated precipitate was collected by filtration and the precipitate was recrystallized from an aqueous ethanol to give 2-(diaminomethyleneamino)-4-(5-ureidomethylfuran-2-yl)thiazole hemisulfate (4.26 g). Starting materials: compound 33b, C(C)OC(C(CC(C)C)C=1C=C(C=C(C1)C1CNCCC1)C1=CC=C(C=C1)C(F)(F)F)=O (4-Methyl-2-(5-piperidin-3-yl-4′-trifluoromethyl-biphenyl-3-yl)-pentanoic acid ethyl ester), FC(C1=C(C=CC=C1)S(=O)(=O)Cl)(F)F (2-(Trifluoromethyl)benzene sulfonyl chloride), C(C)(C)N(CC)C(C)C (diisopropylethylamine). Solvent: C(Cl)Cl (CH2Cl2), CCOC(=O)C (EtOAc). Conditions: time 3 hour. Yields the product C(C)OC(C(CC(C)C)C=1C=C(C=C(C1)C1CN(CCC1)S(=O)(=O)C1=C(C=CC=C1)C(F)(F)F)C1=CC=C(C=C1)C(F)(F)F)=O (4-Methyl-2-{4′-trifluoromethyl-5-[1-(2-trifluoromethyl-benzenesulfonyl)-piperidin-3-yl]-biphenyl-3-yl}-pentanoic acid ethyl ester). The yield is 77.1%. RXN SMILES: [CH2:1]([O:3][C:4](=[O:32])[CH:5]([C:10]1[CH:11]=[C:12]([C:22]2[CH:27]=[CH:26][C:25]([C:28]([F:31])([F:30])[F:29])=[CH:24][CH:23]=2)[CH:13]=[C:14]([CH:16]2[CH2:21][CH2:20][CH2:19][NH:18][CH2:17]2)[CH:15]=1)[CH2:6][CH:7]([CH3:9])[CH3:8])[CH3:2].[F:33][C:34]([F:46])([F:45])[C:35]1[CH:40]=[CH:39][CH:38]=[CH:37][C:36]=1[S:41](Cl)(=[O:43])=[O:42].C(N(C(C)C)CC)(C)C>C(Cl)Cl.CCOC(C)=O>[CH2:1]([O:3][C:4](=[O:32])[CH:5]([C:10]1[CH:11]=[C:12]([C:22]2[CH:23]=[CH:24][C:25]([C:28]([F:29])([F:30])[F:31])=[CH:26][CH:27]=2)[CH:13]=[C:14]([CH:16]2[CH2:21][CH2:20][CH2:19][N:18]([S:41]([C:36]3[CH:37]=[CH:38][CH:39]=[CH:40][C:35]=3[C:34]([F:33])([F:45])[F:46])(=[O:43])=[O:42])[CH2:17]2)[CH:15]=1)[CH2:6][CH:7]([CH3:9])[CH3:8])[CH3:2]. Procedure details: To a solution of compound 33b, 4-Methyl-2-(5-piperidin-3-yl-4′-trifluoromethyl-biphenyl-3-yl)-pentanoic acid ethyl ester (30.5 mg, 0.07mmol) in anhydrous CH2Cl2 (4 ml) was added 2-(Trifluoromethyl)benzene sulfonyl chloride (25.0 mg, 0.10 mmol) and diisopropylethylamine (24 μl, 0.14 mmol). The reaction stirred at room temperature 3 hours, was diluted with EtOAc and washed with sat. NaHCO3, and brine, dried and filtered. Purification by silica gel chromatography (Isco) gave the desired product, (3...